Dataset: the Open Reaction Database (ORD), a public repository of structured organic reaction records. Task: describe an organic reaction: reactants, conditions, products, and yield Reactants: ClCCl, OCCc1ccc(Cl)c(CO)c1. The product is O=Cc1cc(CCO)ccc1Cl. RXN SMILES: [Cl:13][CH2:14][Cl:15].[Cl:1][c:2]1[c:3]([CH2:11][OH:12])[cH:4][c:5]([CH2:8][CH2:9][OH:10])[cH:6][cH:7]1>>[Cl:1][c:2]1[c:3]([CH:11]=[O:12])[cH:4][c:5]([CH2:8][CH2:9][OH:10])[cH:6][cH:7]1. Starting materials: C(Cl)Cl.CCOCC.CO (DCM ether MeOH), ClC=1C=C(CNC2=C3N=CNC3=NC(=N2)F)C=CC1 ((3-chloro-benzyl)-(2-fluoro-9H-purin-6-yl)-amine), BrC(C)C (2-bromopropane), C([O-])([O-])=O.[K+].[K+] (potassium carbonate). Solvent: CN(C=O)C (dimethylformamide). Conditions: time 24 hour. The product is ClC=1C=C(CNC2=C3N=CN(C3=NC(=N2)F)C(C)C)C=CC1 ((3-Chlorobenzyl)-(2-fluoro-9-isopropyl-9H-purin-6-yl)amine). As a reaction SMILES: [Cl:1][C:2]1[CH:3]=[C:4]([CH:17]=[CH:18][CH:19]=1)[CH2:5][NH:6][C:7]1[N:15]=[C:14]([F:16])[N:13]=[C:12]2[C:8]=1[N:9]=[CH:10][NH:11]2.C(=O)([O-])[O-].[K+].[K+].Br[CH:27]([CH3:29])[CH3:28].C(Cl)Cl.CCOCC.CO>CN(C)C=O>[Cl:1][C:2]1[CH:3]=[C:4]([CH:17]=[CH:18][CH:19]=1)[CH2:5][NH:6][C:7]1[N:15]=[C:14]([F:16])[N:13]=[C:12]2[C:8]=1[N:9]=[CH:10][N:11]2[CH:27]([CH3:29])[CH3:28] |f:1.2.3,5.6.7|. Reported procedure: To a stirred solution of (3-chloro-benzyl)-(2-fluoro-9H-purin-6-yl)-amine (0.6 g, 2.16 mmol) in dimethylformamide (10 ml) at room temperature under an argon atmosphere, was added powdered, anhydrous potassium carbonate (1.47 g, 5 eq, 10.8 mmol), followed by 2-bromopropane (2.2 ml, 10 eq, 21.6 mmol). The reaction mixture was stirred at room temperature for 24 h, when DCM:ether:MeOH (55:40:5), indicated that the reaction had gone to completion. The solvent was evaporated in vacuo and the residue p... Starting materials: CN1CCNCC1, CN(C)C=O, O=C1N(CCCCI)CCN1N=Cc1ccccc1. The product is CN1CCN(CCCCN2CCN(N=Cc3ccccc3)C2=O)CC1. As a reaction SMILES: [CH3:20][N:21]1[CH2:22][CH2:23][NH:24][CH2:25][CH2:26]1.[CH3:27][N:28]([CH3:29])[CH:30]=[O:31].[c:1]1([CH:7]=[N:8][N:9]2[C:10](=[O:19])[N:11]([CH2:14][CH2:15][CH2:16][CH2:17][I:18])[CH2:12][CH2:13]2)[cH:2][cH:3][cH:4][cH:5][cH:6]1>>[c:1]1([CH:7]=[N:8][N:9]2[C:10](=[O:19])[N:11]([CH2:14][CH2:15][CH2:16][CH2:17][N:24]3[CH2:23][CH2:22][N:21]([CH3:20])[CH2:26][CH2:25]3)[CH2:12][CH2:13]2)[cH:2][cH:3][cH:4][cH:5][cH:6]1. Reactants: CCNc1cccnc1N(CC)C1CCN(Cc2ccccc2)CC1, CCO, [OH-], [OH-], [Pd+2]. Product: CCNc1cccnc1N(CC)C1CCNCC1. As a reaction SMILES: [CH2:1]([c:2]1[cH:3][cH:4][cH:5][cH:6][cH:7]1)[N:8]1[CH2:9][CH2:10][CH:11]([N:14]([c:15]2[n:16][cH:17][cH:18][cH:19][c:20]2[NH:21][CH2:22][CH3:23])[CH2:24][CH3:25])[CH2:12][CH2:13]1.[CH3:26][CH2:27][OH:28].[OH-:29].[OH-:31].[Pd+2:30]>>[NH:8]1[CH2:9][CH2:10][CH:11]([N:14]([c:15]2[n:16][cH:17][cH:18][cH:19][c:20]2[NH:21][CH2:22][CH3:23])[CH2:24][CH3:25])[CH2:12][CH2:13]1.